From a dataset of the Open Reaction Database (ORD), a public repository of structured organic reaction records. describe an organic reaction: reactants, conditions, products, and yield Solvent: CC(=O)C (acetone). Yield: 68.8%. The product is C1(=CC=CC=C1)NC(C(C)OC1=CC=C(C=C1)OC1=CC=C(C=C1)C#N)=O (N-Phenyl-2[4-(4-cyanophenoxy)-phenoxy]-propionamide). The reactants are C(#N)C1=CC=C(OC2=CC=C(C=C2)O)C=C1 (4-(4-cyanophenoxy)-phenol), BrC(C(=O)NC1=CC=CC=C1)C (α-bromopropionanilide), C([O-])([O-])=O.[K+].[K+] (potassium carbonate). RXN SMILES: [C:1]([C:3]1[CH:16]=[CH:15][C:6]([O:7][C:8]2[CH:13]=[CH:12][C:11]([OH:14])=[CH:10][CH:9]=2)=[CH:5][CH:4]=1)#[N:2].Br[CH:18]([CH3:28])[C:19]([NH:21][C:22]1[CH:27]=[CH:26][CH:25]=[CH:24][CH:23]=1)=[O:20].C(=O)([O-])[O-].[K+].[K+]>CC(C)=O>[C:22]1([NH:21][C:19](=[O:20])[CH:18]([O:14][C:11]2[CH:12]=[CH:13][C:8]([O:7][C:6]3[CH:15]=[CH:16][C:3]([C:1]#[N:2])=[CH:4][CH:5]=3)=[CH:9][CH:10]=2)[CH3:28])[CH:27]=[CH:26][CH:25]=[CH:24][CH:23]=1 |f:2.3.4|. Reported procedure: To 30 ml of acetone were added 1.06 g of 4-(4-cyanophenoxy)-phenol, 0.99 g of α-bromopropionanilide and 0.83 g of anhydrous potassium carbonate, and the mixture wask subjected to reflux for 16 hours with stirring. After the reaction mixture was cooled and separated from inorganic salts through filtration, acetone was distilled away therefrom. The residue was purified through a column-chromatography [silica gel, developed with ethyl acetate/n-hexane=1/1(V/V)] to give 1.07 g of the title compound ... Starting materials: CC(C)CNCc1ccc(-c2cccc(S(C)(=O)=O)c2)s1, CC1CCCCC1, ClCCl, O=S(=O)(Cl)Cl. The product is CC(C)CN(Cc1ccc(-c2cccc(S(C)(=O)=O)c2)s1)S(=O)(=O)CC1CCCCC1. As a reaction SMILES: [CH2:1]([CH:2]([CH3:3])[CH3:4])[NH:5][CH2:6][c:7]1[s:8][c:9](-[c:12]2[cH:13][c:14]([S:18](=[O:19])(=[O:20])[CH3:21])[cH:15][cH:16][cH:17]2)[cH:10][cH:11]1.[CH:27]1([CH3:33])[CH2:28][CH2:29][CH2:30][CH2:31][CH2:32]1.[Cl:34][CH2:35][Cl:36].[S:22](=[O:23])(=[O:24])([Cl:25])[Cl:26]>>[CH2:1]([CH:2]([CH3:3])[CH3:4])[N:5]([CH2:6][c:7]1[s:8][c:9](-[c:12]2[cH:13][c:14]([S:18](=[O:19])(=[O:20])[CH3:21])[cH:15][cH:16][cH:17]2)[cH:10][cH:11]1)[S:22](=[O:23])(=[O:24])[CH2:33][CH:27]1[CH2:28][CH2:29][CH2:30][CH2:31][CH2:32]1.